This data is from the Open Reaction Database (ORD), a public repository of structured organic reaction records. The task is: describe an organic reaction: reactants, conditions, products, and yield Starting materials: CC1NC(CCC1)C (2,6-dimethylpiperidine), C(=O)(Cl)Cl (phosgene). Run in C1=CC=CC=C1 (benzene). Yields the product CC1N(C(CCC1)C)C(=O)Cl (2,6-dimethylpiperidinoyl chloride). As a reaction SMILES: [CH3:1][CH:2]1[CH2:7][CH2:6][CH2:5][CH:4]([CH3:8])[NH:3]1.[C:9](Cl)([Cl:11])=[O:10]>C1C=CC=CC=1>[CH3:1][CH:2]1[CH2:7][CH2:6][CH2:5][CH:4]([CH3:8])[N:3]1[C:9]([Cl:11])=[O:10]. Reported procedure: To a solution of 50 g of 2,6-dimethylpiperidine in 300 ml of benzene is added 60 g of phosgene and the mixture is refluxed for 3 hours. The solid which had separated was filtered and the filtrate was concentrated and distilled under vacuum to obtain 2,6-dimethylpiperidinoyl chloride. Reported procedure: Pentyl 3-amino-4-methoxy-2-methylthiomethylbenzoate (830 mg, 2.79 mmol) and DMF (4.0 ml) were mixed, and potassium t-butoxide (470 mg, 4.19 mmol) and bromopentane (0.62 ml, 5.0 mmol) were successively added to this solution. The mixture was stirred at 100° C. for 1 hour and filtered. The filtrate was concentrated under reduced pressure. The obtained residue was purified by column chromatography (hexane/ethyl acetate=15/1) to give pentyl 4methoxy-2-methylthiomethyl-3-pentylaminobenzoate (178 mg, ... The product is COC1=C(C(=C(C(=O)OCCCCC)C=C1)CSC)NCCCCC (pentyl 4methoxy-2-methylthiomethyl-3-pentylaminobenzoate). Conditions: temperature 100 celsius, time 1 hour. Reaction SMILES: [NH2:1][C:2]1[C:3]([CH2:18][S:19][CH3:20])=[C:4]([CH:13]=[CH:14][C:15]=1[O:16][CH3:17])[C:5]([O:7][CH2:8][CH2:9][CH2:10][CH2:11][CH3:12])=[O:6].CC(C)([O-])C.[K+].Br[CH2:28][CH2:29][CH2:30][CH2:31][CH3:32]>CN(C=O)C>[CH3:17][O:16][C:15]1[CH:14]=[CH:13][C:4]([C:5]([O:7][CH2:8][CH2:9][CH2:10][CH2:11][CH3:12])=[O:6])=[C:3]([CH2:18][S:19][CH3:20])[C:2]=1[NH:1][CH2:28][CH2:29][CH2:30][CH2:31][CH3:32] |f:1.2|. Run in CN(C)C=O (DMF). Isolated yield 17.4%. The reactants are CC(C)([O-])C.[K+] (potassium t-butoxide), BrCCCCC (bromopentane), NC=1C(=C(C(=O)OCCCCC)C=CC1OC)CSC (Pentyl 3-amino-4-methoxy-2-methylthiomethylbenzoate).